Dataset: the Open Reaction Database (ORD), a public repository of structured organic reaction records. Task: describe an organic reaction: reactants, conditions, products, and yield Starting materials: [BH4-], CNC(=S)C1(c2ccc3nc(C)cn3c2)CCCCC1=O, CO, [Na+], O. The product is CNC(=S)C1(c2ccc3nc(C)cn3c2)CCCCC1O. Reaction SMILES: [BH4-:22].[CH3:1][c:2]1[n:3][c:4]2[n:5]([cH:6][c:7]([C:10]3([C:17]([NH:18][CH3:19])=[S:20])[C:11](=[O:16])[CH2:12][CH2:13][CH2:14][CH2:15]3)[cH:8][cH:9]2)[cH:21]1.[CH3:25][OH:26].[Na+:23].[OH2:24]>>[CH3:1][c:2]1[n:3][c:4]2[n:5]([cH:6][c:7]([C:10]3([C:17]([NH:18][CH3:19])=[S:20])[CH:11]([OH:16])[CH2:12][CH2:13][CH2:14][CH2:15]3)[cH:8][cH:9]2)[cH:21]1. Starting materials: C([O-])([O-])=O.[Ca+2] (calcium carbonate), ClC1=CC(=C(C=C1O)[N+](=O)[O-])N (6-chloro-3-nitro-4-aminophenol), ClC(=O)OCCCCl (γ-chloropropyl chloroformate). The solvent is C(OC)COC (dimethoxyethane). Run at time 1 hour. Yields the product ClC=1C(=CC(=C(C1)NC(OCCCCl)=O)[N+](=O)[O-])O (γ-chloropropyl N-(5-chloro-4-hydroxy-2-nitrophenyl)-carbamate). Reaction SMILES: [Cl:1][C:2]1[C:7]([OH:8])=[CH:6][C:5]([N+:9]([O-:11])=[O:10])=[C:4]([NH2:12])[CH:3]=1.C(=O)([O-])[O-].[Ca+2].Cl[C:19]([O:21][CH2:22][CH2:23][CH2:24][Cl:25])=[O:20]>C(COC)OC>[Cl:1][C:2]1[C:7]([OH:8])=[CH:6][C:5]([N+:9]([O-:11])=[O:10])=[C:4]([NH:12][C:19](=[O:20])[O:21][CH2:22][CH2:23][CH2:24][Cl:25])[CH:3]=1 |f:1.2|. Procedure: 37.7 g (0.2 mole) of 6-chloro-3-nitro-4-aminophenol are dissolved in 120 ml of dimethoxyethane, 11 g of calcium carbonate are added and 32 g of γ-chloropropyl chloroformate are added dropwise at 70° C. After 1 hour at 90° C., the mixture is filtered hot and the filtrate is stirred into 300 ml of ice-water. The initially oily product crystallises after a short time. Reactants: C(C=C)[C@H]1C(N[C@@H]([C@H](C1)C1=CC(=CC=C1)Cl)C1=CC=C(C=C1)Cl)=O ((3R,5R,6S)-3-allyl-5-(3-chlorophenyl)-6-(4-chlorophenyl)piperidin-2-one), CC(C)([O-])C.[K+] (potassium tert-butoxide), BrCC(C)C (1-bromo-2-methylpropane). The solvent is CN(C)C=O (DMF). Conditions: temperature 0 celsius, time 15 minute. The product is C(C=C)[C@H]1C(N([C@@H]([C@H](C1)C1=CC(=CC=C1)Cl)C1=CC=C(C=C1)Cl)CC(C)C)=O ((3R,5R,6S)-3-allyl-5-(3-chlorophenyl)-6-(4-chlorophenyl)-1-isobutylpiperidin-2-one). Reaction SMILES: [CH2:1]([C@@H:4]1[CH2:9][C@H:8]([C:10]2[CH:15]=[CH:14][CH:13]=[C:12]([Cl:16])[CH:11]=2)[C@@H:7]([C:17]2[CH:22]=[CH:21][C:20]([Cl:23])=[CH:19][CH:18]=2)[NH:6][C:5]1=[O:24])[CH:2]=[CH2:3].[CH3:25][C:26]([CH3:29])([O-])[CH3:27].[K+].BrCC(C)C>CN(C=O)C>[CH2:1]([C@@H:4]1[CH2:9][C@H:8]([C:10]2[CH:15]=[CH:14][CH:13]=[C:12]([Cl:16])[CH:11]=2)[C@@H:7]([C:17]2[CH:22]=[CH:21][C:20]([Cl:23])=[CH:19][CH:18]=2)[N:6]([CH2:25][CH:26]([CH3:29])[CH3:27])[C:5]1=[O:24])[CH:2]=[CH2:3] |f:1.2|. Procedure: To a solution of (3R,5R,6S)-3-allyl-5-(3-chlorophenyl)-6-(4-chlorophenyl)piperidin-2-one (Example 42, Step A) (78 mg, 0.22 mmol) in 480 μL of DMF was added potassium tert-butoxide (40 mg, 0.54 mmol) at 0° C. The reaction mixture was stirred at 0° C. for 15 min and then treated with 1-bromo-2-methylpropane (82 μL, 0.76 mmol). After being stirred at 25° C. for 4 h, the reaction was quenched with sat. aqueous NaHCO3 and extracted (2×EtOAc). The combined organic layers were washed with sat. aq. NaCl... Starting materials: C=CCI, CS(=O)c1c(C(N)=S)nn(-c2c(Cl)cc(C(F)(F)F)cc2Br)c1N. Yields the product C=CCSC(=N)c1nn(-c2c(Cl)cc(C(F)(F)F)cc2Br)c(N)c1S(C)=O. Reaction SMILES: [CH2:1]([CH:2]=[CH2:3])[I:4].[NH2:5][c:6]1[c:7]([S:26](=[O:27])[CH3:28])[c:8]([C:23]([NH2:24])=[S:25])[n:9][n:10]1-[c:11]1[c:12]([Br:22])[cH:13][c:14]([C:18]([F:19])([F:20])[F:21])[cH:15][c:16]1[Cl:17]>>[CH2:1]([CH:2]=[CH2:3])[S:25][C:23]([c:8]1[c:7]([S:26](=[O:27])[CH3:28])[c:6]([NH2:5])[n:10](-[c:11]2[c:12]([Br:22])[cH:13][c:14]([C:18]([F:19])([F:20])[F:21])[cH:15][c:16]2[Cl:17])[n:9]1)=[NH:24]. Reactants: BrC1=C(C=CC=C1)CCO (2-(2-bromophenyl)ethanol), N1=CC=CC=C1 (pyridine), CS(=O)(=O)Cl (methanesulfonyl chloride), saturated aqueous solution, C(O)([O-])=O.[Na+] (sodium hydrogen carbonate). Solvent: ClCCl (dichloromethane). Reaction conditions: time 72 hour. Product: CS(=O)(=O)OCCC1=C(C=CC=C1)Br (2-(2-Bromophenyl)ethyl methanesulfonate). As a reaction SMILES: [Br:1][C:2]1[CH:7]=[CH:6][CH:5]=[CH:4][C:3]=1[CH2:8][CH2:9][OH:10].N1C=CC=CC=1.[CH3:17][S:18](Cl)(=[O:20])=[O:19].C(=O)([O-])O.[Na+]>ClCCl>[CH3:17][S:18]([O:10][CH2:9][CH2:8][C:3]1[CH:4]=[CH:5][CH:6]=[CH:7][C:2]=1[Br:1])(=[O:20])=[O:19] |f:3.4|. Reported procedure: 9.8 g of 2-(2-bromophenyl)ethanol and 4.7 cm3 of pyridine are dissolved under an inert atmosphere in 200 cm3 of dichloromethane at a temperature close to 20° C. The reaction mixture is cooled to a temperature close to 0° C. and 4.55 cm3 of methanesulfonyl chloride are introduced dropwise. The stirring is continued for 72 h, during which time the medium is allowed to gradually climb back up to a temperature close to 20° C. 100 cm3 of a saturated aqueous solution of sodium hydrogen carbonate are a... The reactants are Cl.N1C=CC=2C1=NC=CC2OC2=C(C=C(C=C2)NC2=CC=NC=C2C(=O)NC2=C(C=C(C=C2)F)F)F (4-(4-(1H-Pyrrolo[2,3-b]pyridin-4-yloxy)-3-fluorophenylamino)-N-(2,4-difluorophenyl)nicotinamide, hydrochloride salt), Cl.N1C=CC=2C1=NC=CC2OC2=C(C=C(C=C2)NC2=CC=NC=C2C(=O)NC2=C(C=C(C=C2)F)F)F (4-(4-(1H-Pyrrolo[2,3-b]pyridin-4-yloxy)-3-fluorophenylamino)-N-(2,4-difluorophenyl)nicotinamide, hydrochloride salt), Cl.N1C=CC=2C1=NC=CC2OC2=C(C=C(C=C2)NC2=CC=NC=C2C(=O)NC2=C(C=C(C=C2)F)F)F (4-(4-(1H-Pyrrolo[2,3-b]pyridin-4-yloxy)-3-fluorophenylamino)-N-(2,4-difluorophenyl)nicotinamide, hydrochloride salt), Cl.N1C=CC=2C1=NC=CC2OC2=C(C=C(C=C2)NC2=CC=NC=C2C(=O)NC2=C(C=C(C=C2)F)F)F (4-(4-(1H-Pyrrolo[2,3-b]pyridin-4-yloxy)-3-fluorophenylamino)-N-(2,4-difluorophenyl)nicotinamide, hydrochloride salt), C(C1=CC=CC=C1)NC(C1=C(N=CC=C1)Cl)=O (N-benzyl-2-chloronicotinamide). Yields the product Cl.Cl.N1C=CC=2C1=NC=CC2OC2=C(C=C(C=C2)NC2=C(C(=O)NCC1=CC=CC=C1)C=CC=N2)F (2-(4-(1H-Pyrrolo[2,3-b]pyridin-4-yloxy)-3-fluorophenylamino)-N-benzylnicotinamide, dihydrochloride salt). The yield is 15.8%. As a reaction SMILES: [ClH:1].[NH:2]1[C:6]2=[N:7][CH:8]=[CH:9][C:10]([O:11][C:12]3[CH:17]=[CH:16][C:15]([NH:18]C4C(C(NC5C=CC(F)=CC=5F)=O)=CN=CC=4)=[CH:14][C:13]=3[F:36])=[C:5]2[CH:4]=[CH:3]1.[CH2:37]([NH:44][C:45](=[O:53])[C:46]1[CH:51]=[CH:50][CH:49]=[N:48][C:47]=1[Cl:52])[C:38]1[CH:43]=[CH:42][CH:41]=[CH:40][CH:39]=1>>[ClH:52].[ClH:1].[NH:2]1[C:6]2=[N:7][CH:8]=[CH:9][C:10]([O:11][C:12]3[CH:17]=[CH:16][C:15]([NH:18][C:47]4[N:48]=[CH:49][CH:50]=[CH:51][C:46]=4[C:45]([NH:44][CH2:37][C:38]4[CH:43]=[CH:42][CH:41]=[CH:40][CH:39]=4)=[O:53])=[CH:14][C:13]=3[F:36])=[C:5]2[CH:4]=[CH:3]1 |f:0.1,3.4.5|. Procedure: 4-(1H-Pyrrolo[2,3-b]pyridin-4-yloxy)-3-fluorobenzenamine (0.043 g, 0.18 mmol, Compound C of Example 1) was converted to the title compound (0.015 g, 17%) in a manner similar to the preparation of 4-(4-(1H-pyrrolo[2,3-b]pyridin-4-yloxy)-3-fluorophenylamino)-N-(2,4-difluorophenyl)nicotinamide hydrochloride salt (Compound D of Example 1), except that N-benzyl-2-chloronicotinamide (Maybridge, 0.043 g, 0.18 mmol) was used instead of 4-chloro-N-(2,4-difluorophenyl)nicotinamide. Starting materials: BrC=1C=NC=C(C1)Br (3,5-dibromopyridine), C=1C=CC(=CC1)P(C=2C=CC=CC2)C3=CC=C4C=CC=CC4=C3C5=C6C=CC=CC6=CC=C5P(C=7C=CC=CC7)C=8C=CC=CC8 (rac-BINAP), CC(C)([O-])C.[Na+] (sodium tert-butoxide), C(C)(C)(C)[SiH2]OC([C@@H]1NCCC1)(C)C ((R)-2-(tert-butyl-dimethyl-silanyloxymethyl)-pyrrolidine). The reagents and catalysts are C=1C=CC(=CC1)/C=C/C(=O)/C=C/C2=CC=CC=C2.C=1C=CC(=CC1)/C=C/C(=O)/C=C/C2=CC=CC=C2.C=1C=CC(=CC1)/C=C/C(=O)/C=C/C2=CC=CC=C2.[Pd].[Pd] (Pd2(dba)3). Product: BrC=1C=NC=C(C1)N1[C@H](CCC1)C(O[SiH2]C(C)(C)C)(C)C (3-Bromo-5-[(R)-2-(tert-butyl-dimethyl-silanyloxymethyl)-pyrrolidin-1-yl]-pyridine). Reaction SMILES: [C:1]([SiH2:5][O:6][C:7]([CH3:14])([CH3:13])[C@H:8]1[CH2:12][CH2:11][CH2:10][NH:9]1)([CH3:4])([CH3:3])[CH3:2].[Br:15][C:16]1[CH:17]=[N:18][CH:19]=[C:20](Br)[CH:21]=1.C1C=CC(P(C2C(C3C(P(C4C=CC=CC=4)C4C=CC=CC=4)=CC=C4C=3C=CC=C4)=C3C(C=CC=C3)=CC=2)C2C=CC=CC=2)=CC=1.CC(C)([O-])C.[Na+]>C1C=CC(/C=C/C(/C=C/C2C=CC=CC=2)=O)=CC=1.C1C=CC(/C=C/C(/C=C/C2C=CC=CC=2)=O)=CC=1.C1C=CC(/C=C/C(/C=C/C2C=CC=CC=2)=O)=CC=1.[Pd].[Pd]>[Br:15][C:16]1[CH:17]=[N:18][CH:19]=[C:20]([N:9]2[CH2:10][CH2:11][CH2:12][C@@H:8]2[C:7]([CH3:14])([CH3:13])[O:6][SiH2:5][C:1]([CH3:4])([CH3:2])[CH3:3])[CH:21]=1 |f:3.4,5.6.7.8.9|. Reported procedure: In analogy to the procedure described for the preparation of intermediate A-3 [B], (R)-2-(tert-butyl-dimethyl-silanyloxymethyl)-pyrrolidine was reacted with 3,5-dibromopyridine in the presence of Pd2(dba)3, rac-BINAP and sodium tert-butoxide to give the title compound as a yellow oil. MS: 371.0, 372.9 (M+H+). Starting materials: N1CCOCC1 (Morpholine), C(C=C)OC1=C(C(=O)OC(C)(C)C)C(=CC=C1C(F)(F)F)COC1=CC=C(C=C1)C1=CC(=C(C=C1)C(=CN(C)C)C(=O)OCC=C)F (tert-butyl 2-(allyloxy)-6-{[(4′-{1-[(allyloxy)carbonyl]-2-(dimethylamino)vinyl}-3′-fluoro-1,1′-biphenyl-4-yl)oxy]methyl}-3-(trifluoromethyl)benzoate), O (water). The reagents and catalysts are C=1C=CC(=CC1)/C=C/C(=O)/C=C/C2=CC=CC=C2.C=1C=CC(=CC1)/C=C/C(=O)/C=C/C2=CC=CC=C2.C=1C=CC(=CC1)/C=C/C(=O)/C=C/C2=CC=CC=C2.[Pd].[Pd] (tris(dibenzylideneacetone)dipalladium). Run in O1CCCC1 (tetrahydrofuran). Run at time 1 hour. Yields the product OC1=C(C(=O)OC(C)(C)C)C(=CC=C1C(F)(F)F)COC1=CC=C(C=C1)C1=CC(=C(C=C1)C(=CN(C)C)C(=O)OCC=C)F (tert-butyl 2-hydroxy-6-{[(4′-{1-[(allyloxy)carbonyl]-2-(dimethylamino)vinyl}-3′-fluoro-1,1′-biphenyl-4-yl)oxy]methyl}-3-(trifluoromethyl)benzoate). Isolated yield 68.2%. As a reaction SMILES: N1CCOCC1.C([O:10][C:11]1[C:23]([C:24]([F:27])([F:26])[F:25])=[CH:22][CH:21]=[C:20]([CH2:28][O:29][C:30]2[CH:35]=[CH:34][C:33]([C:36]3[CH:41]=[CH:40][C:39]([C:42]([C:47]([O:49][CH2:50][CH:51]=[CH2:52])=[O:48])=[CH:43][N:44]([CH3:46])[CH3:45])=[C:38]([F:53])[CH:37]=3)=[CH:32][CH:31]=2)[C:12]=1[C:13]([O:15][C:16]([CH3:19])([CH3:18])[CH3:17])=[O:14])C=C.O>O1CCCC1.C1C=CC(/C=C/C(/C=C/C2C=CC=CC=2)=O)=CC=1.C1C=CC(/C=C/C(/C=C/C2C=CC=CC=2)=O)=CC=1.C1C=CC(/C=C/C(/C=C/C2C=CC=CC=2)=O)=CC=1.[Pd].[Pd]>[OH:10][C:11]1[C:23]([C:24]([F:26])([F:27])[F:25])=[CH:22][CH:21]=[C:20]([CH2:28][O:29][C:30]2[CH:35]=[CH:34][C:33]([C:36]3[CH:41]=[CH:40][C:39]([C:42]([C:47]([O:49][CH2:50][CH:51]=[CH2:52])=[O:48])=[CH:43][N:44]([CH3:45])[CH3:46])=[C:38]([F:53])[CH:37]=3)=[CH:32][CH:31]=2)[C:12]=1[C:13]([O:15][C:16]([CH3:17])([CH3:19])[CH3:18])=[O:14] |f:4.5.6.7.8|. Procedure: Morpholine (0.02 ml, 0.23 mmol) and tetrakis(triphenylphosphine)palladium (0) (6 mg, 0.005 mmol) were successively added to a solution of tert-butyl 2-(allyloxy)-6-{[(4′-{1-[(allyloxy)carbonyl]-2-(dimethylamino)vinyl}-3′-fluoro-1,1′-biphenyl-4-yl)oxy]methyl}-3-(trifluoromethyl)benzoate (67 mg, 0.10 mmol) obtained in Example (93-1) in tetrahydrofuran (1 ml), and the mixture was stirred at room temperature for 1 hour. After the reaction mixture was poured into water and the mixture was extracted w... Reactants: Cc1c(F)cc(C(=O)O)cc1[N+](=O)[O-], C1COCCO1. The product is Cc1c(N)cc(C(=O)O)cc1F. As a reaction SMILES: [F:1][c:2]1[cH:3][c:4]([C:5](=[O:6])[OH:7])[cH:8][c:9]([N+:12]([O-:13])=[O:14])[c:10]1[CH3:11].[O:15]1[CH2:16][CH2:17][O:18][CH2:19][CH2:20]1>>[F:1][c:2]1[cH:3][c:4]([C:5](=[O:6])[OH:7])[cH:8][c:9]([NH2:12])[c:10]1[CH3:11].